This data is from the Open Reaction Database (ORD), a public repository of structured organic reaction records. The task is: describe an organic reaction: reactants, conditions, products, and yield Yields the product CC1(CN)CCN(Cc2ccccc2)C1. RXN SMILES: [Al+3:17].[CH3:1][C:2]1([C:14]#[N:15])[CH2:3][N:4]([CH2:7][c:8]2[cH:9][cH:10][cH:11][cH:12][cH:13]2)[CH2:5][CH2:6]1.[H-:16].[H-:19].[H-:20].[H-:21].[Li+:18].[Na+:24].[O:25]1[CH2:26][CH2:27][CH2:28][CH2:29]1.[OH-:23].[OH2:22]>>[CH3:1][C:2]1([CH2:14][NH2:15])[CH2:3][N:4]([CH2:7][c:8]2[cH:9][cH:10][cH:11][cH:12][cH:13]2)[CH2:5][CH2:6]1. Starting materials: [Al+3], CC1(C#N)CCN(Cc2ccccc2)C1, [H-], [H-], [H-], [H-], [Li+], [Na+], C1CCOC1, [OH-], O.